Dataset: the Open Reaction Database (ORD), a public repository of structured organic reaction records. Task: describe an organic reaction: reactants, conditions, products, and yield Starting materials: ClC1=NC(=CC(=C1)[N+](=O)[O-])Cl (2,6-dichloro-4-nitropyridine), O (water), Cl (hydrochloric acid). Reagents/catalysts: [Fe] (iron). Run in C(C)O (ethanol). Run at temperature 95 celsius, time 16 hour. Yields the product ClC1=NC(=CC(=C1)N)Cl (2,6-dichloropyridine-4-amine). Yield: 95.1%. Reaction SMILES: [Cl:1][C:2]1[CH:7]=[C:6]([N+:8]([O-])=O)[CH:5]=[C:4]([Cl:11])[N:3]=1.O.Cl>C(O)C.[Fe]>[Cl:1][C:2]1[CH:7]=[C:6]([NH2:8])[CH:5]=[C:4]([Cl:11])[N:3]=1. Procedure: To a solution of 2,6-dichloro-4-nitropyridine (14.82 g, 76.79 mmol) in 350 mL ethanol were sequentially added iron powder (19.91 g, 356.58 mmol), water (65.8 mL, 3.6 mol) and concentrated hydrochloric acid (14.1 mL, 464.1 mmol). After the reaction was performed by stirring for 16 h at 95° C., the reaction solution was cooled to room temperature, adjusted to neutral pH, and subjected to suction filtration. After the filtrate was concentrated, it was extracted with ethyl acetate. The organic phase... Starting materials: N#CC(C(=S)S)c1ccccc1, CC(C)=O, N#CCCl, [Na], [Na]. Product: N#CCSC(S)=C(C#N)c1ccccc1, [Na]. Reaction SMILES: [C:3](#[N:4])[CH:5]([C:6](=[S:7])[SH:8])[c:9]1[cH:10][cH:11][cH:12][cH:13][cH:14]1.[CH3:19][C:20](=[O:21])[CH3:22].[Cl:15][CH2:16][C:17]#[N:18].[Na:1].[Na:2]>>[C:3](#[N:4])[C:5](=[C:6]([S:7][CH2:16][C:17]#[N:18])[SH:8])[c:9]1[cH:10][cH:11][cH:12][cH:13][cH:14]1.[Na:1]. The reactants are BrC=1C=C(C=C(C1)[N+](=O)[O-])[C@@]1(COCC(N1)=S)C ((R)-5-(3-Bromo-5-nitro-phenyl)-5-methyl-morpholine-3-thione), N (NH3), [O-]S(=O)(=S)[O-].[Na+].[Na+] (Na2S2O3), C(C)(C)(C)OO (Tert-Butylhydroperoxide), [OH-].N (ammonia hydroxide). The solvent is CO (methanol). Conditions: time 2 hour. Yields the product BrC=1C=C(C(=CC1)[N+](=O)[O-])[C@]1(N=C(COC1)N)C ((R)-5-(3-Bromo-6-nitro-phenyl)-5-methyl-5,6-dihydro-2H-[1,4]oxazin-3-ylamine). As a reaction SMILES: [Br:1][C:2]1[CH:3]=[C:4]([C@@:11]2([CH3:18])[NH:16][C:15](=S)[CH2:14][O:13][CH2:12]2)[CH:5]=[C:6]([N+]([O-])=O)[CH:7]=1.C([O:23]O)(C)(C)C.[OH-:25].[NH3:26].[O-]S([O-])(=S)=O.[Na+].[Na+].[NH3:34]>CO>[Br:1][C:2]1[CH:3]=[C:4]([C@:11]2([CH3:18])[CH2:12][O:13][CH2:14][C:15]([NH2:16])=[N:34]2)[C:5]([N+:26]([O-:23])=[O:25])=[CH:6][CH:7]=1 |f:2.3,4.5.6|. Procedure: (R)-5-(3-Bromo-5-nitro-phenyl)-5-methyl-morpholine-3-thione (2.86 g, 7.77 mmol) was dissolved in 7M NH3 in methanol (50 ml). Tert-Butylhydroperoxide (9.41 ml, 78 mmol) and ammonia hydroxide (25% sol., 21.2 ml, 136 mmol) were added and the reaction was stirred at r.t. for 2 hrs. Upon completion, 50 ml half-saturated Na2S2O3 solution was added to the reaction and the product was extracted with ethyl acetate. The organic phases were washed with water and brine, combined and dried over Na2SO4. Volat... Starting materials: C(C(=O)Cl)(=O)Cl (oxalyl chloride), NC1=NOC=C1 (3-aminoisoxazole), CC1=C(C=C(C(=O)O)C=C1)N1C(C2=CC(=CC=C2C=C1)CCCN1CCOCC1)=O (4-methyl-3-[7-(3-morpholin-4-ylpropyl)-1-oxoisoquinolin-2(1H)-yl]benzoic acid), CN(C)C=O (DMF). Solvent: C(C)(=O)OCC (ethyl acetate), C(Cl)Cl (methylene chloride), CO (methanol). Conditions: temperature 0 celsius, time 2 hour. The product is O1N=C(C=C1)NC(C1=CC(=C(C=C1)C)N1C(C2=CC(=CC=C2C=C1)CCCN1CCOCC1)=O)=O (N-isoxazol-3-yl-4-methyl-3-[7-(3-morpholin-4-ylpropyl)-1-oxoisoquinolin-2(1H)-yl]benzamide). RXN SMILES: [CH3:1][C:2]1[CH:10]=[CH:9][C:5]([C:6]([OH:8])=O)=[CH:4][C:3]=1[N:11]1[CH:20]=[CH:19][C:18]2[C:13](=[CH:14][C:15]([CH2:21][CH2:22][CH2:23][N:24]3[CH2:29][CH2:28][O:27][CH2:26][CH2:25]3)=[CH:16][CH:17]=2)[C:12]1=[O:30].C(Cl)(=O)C(Cl)=O.CN(C=O)C.[NH2:42][C:43]1[CH:47]=[CH:46][O:45][N:44]=1>C(Cl)Cl.CO.C(OCC)(=O)C>[O:45]1[CH:46]=[CH:47][C:43]([NH:42][C:6](=[O:8])[C:5]2[CH:9]=[CH:10][C:2]([CH3:1])=[C:3]([N:11]3[CH:20]=[CH:19][C:18]4[C:13](=[CH:14][C:15]([CH2:21][CH2:22][CH2:23][N:24]5[CH2:25][CH2:26][O:27][CH2:28][CH2:29]5)=[CH:16][CH:17]=4)[C:12]3=[O:30])[CH:4]=2)=[N:44]1. Procedure details: To a suspension of 4-methyl-3-[7-(3-morpholin-4-ylpropyl)-1-oxoisoquinolin-2(1H)-yl]benzoic acid (140 mg) in methylene chloride (3 ml) was cooled to 0° C. and oxalyl chloride (59 μl) was added. After the addition of DMF (25 μl), the reaction mixture was stirred at room temperature for 2 hours, 3-aminoisoxazole (126 μl) was added and stirring continued at room temperature for 3.5 hours. The reaction mixture was dissolved in methanol and water and purified by column chromatography on an ion exchan... Starting materials: O=C(n1ccnc1)n1ccnc1, CCCN, O=C(O)Cc1ccc2c(c1)N(C1CCN(CCc3ccc(F)cc3)CC1)CC2. Product: CCCNC(=O)Cc1ccc2c(c1)N(C1CCN(CCc3ccc(F)cc3)CC1)CC2. RXN SMILES: [C:29]([n:30]1[cH:31][cH:32][n:33][cH:34]1)([n:35]1[cH:36][cH:37][n:38][cH:39]1)=[O:40].[CH2:41]([CH2:42][CH3:43])[NH2:44].[F:1][c:2]1[cH:3][cH:4][c:5]([CH2:6][CH2:7][N:8]2[CH2:9][CH2:10][CH:11]([N:14]3[CH2:15][CH2:16][c:17]4[cH:18][cH:19][c:20]([CH2:23][C:24](=[O:25])[OH:26])[cH:21][c:22]43)[CH2:12][CH2:13]2)[cH:27][cH:28]1>>[F:1][c:2]1[cH:3][cH:4][c:5]([CH2:6][CH2:7][N:8]2[CH2:9][CH2:10][CH:11]([N:14]3[CH2:15][CH2:16][c:17]4[cH:18][cH:19][c:20]([CH2:23][C:24](=[O:25])[NH:44][CH2:41][CH2:42][CH3:43])[cH:21][c:22]43)[CH2:12][CH2:13]2)[cH:27][cH:28]1. Starting materials: O=C1SC(C(N1)=O)=CC1=CC=C(C=C1)C1=CC(=CC=C1)CN(C(CCCCCC)=O)C (N-[4′-(2,4-dioxothiazolidin-5-ylidenemethyl)biphenyl-3-ylmethyl]-N-methylheptanamide). The solvent is O1CCOCC1 (dioxane). Yields the product O=C1SC(C(N1)=O)CC1=CC=C(C=C1)C1=CC(=CC=C1)CN(C(CCCCCC)=O)C (N-[4′-(2,4-Dioxothiazolidin-5-ylmethyl)-biphenyl-3-ylmethyl]-N-methylheptanamide). The yield is 65.6%. As a reaction SMILES: [O:1]=[C:2]1[NH:6][C:5](=[O:7])[C:4](=[CH:8][C:9]2[CH:14]=[CH:13][C:12]([C:15]3[CH:20]=[CH:19][CH:18]=[C:17]([CH2:21][N:22]([CH3:31])[C:23](=[O:30])[CH2:24][CH2:25][CH2:26][CH2:27][CH2:28][CH3:29])[CH:16]=3)=[CH:11][CH:10]=2)[S:3]1>O1CCOCC1>[O:1]=[C:2]1[NH:6][C:5](=[O:7])[CH:4]([CH2:8][C:9]2[CH:14]=[CH:13][C:12]([C:15]3[CH:20]=[CH:19][CH:18]=[C:17]([CH2:21][N:22]([CH3:31])[C:23](=[O:30])[CH2:24][CH2:25][CH2:26][CH2:27][CH2:28][CH3:29])[CH:16]=3)=[CH:11][CH:10]=2)[S:3]1. Procedure: In a manner similar to that of Example 1(g), starting with 360 mg (0.8 mmol) of N-[4′-(2,4-dioxothiazolidin-5-ylidenemethyl)biphenyl-3-ylmethyl]-N-methylheptanamide in 15 ml of dioxane, under 3 atm, 230 mg (66%) of the desired product are obtained in the form of a colorless film. The reactants are C(=O)([O-])[O-].[Na+].[Na+] (Na2CO3), C(C)(C)(C)OC(=O)N1CCC(CC1)=O (N-t-butyloxycarbonyl-4-piperidone), O=C1NC2=C(N1C1CCNCC1)C=CC=C2 (4-(2-oxo-1-benzimidazolinyl)piperidine), C(C)(=O)O[BH-](OC(C)=O)OC(C)=O.[Na+] (sodium triacetoxyborohydride). Run in C(Cl)(Cl)Cl (chloroform), C(C)(=O)O (acetic acid), ClCCCl (1,2-dichloroethane). Conditions: time 48 hour. Yields the product C(C)(C)(C)OC(=O)N1CCC(CC1)N1CCC(CC1)N1C(NC2=C1C=CC=C2)=O (1,3-dihydro-1-{1-[1-(t-butyloxycarbonyl)piperidin-4-yl]piperidin-4-yl}-2H-benzimidazol-2-one). The yield is 103.8%. Reaction SMILES: [C:1]([O:5][C:6]([N:8]1[CH2:13][CH2:12][C:11](=O)[CH2:10][CH2:9]1)=[O:7])([CH3:4])([CH3:3])[CH3:2].[O:15]=[C:16]1[N:20]([CH:21]2[CH2:26][CH2:25][NH:24][CH2:23][CH2:22]2)[C:19]2[CH:27]=[CH:28][CH:29]=[CH:30][C:18]=2[NH:17]1.C(O[BH-](OC(=O)C)OC(=O)C)(=O)C.[Na+].C([O-])([O-])=O.[Na+].[Na+]>C(Cl)(Cl)Cl.C(O)(=O)C.ClCCCl>[C:1]([O:5][C:6]([N:8]1[CH2:13][CH2:12][CH:11]([N:24]2[CH2:23][CH2:22][CH:21]([N:20]3[C:19]4[CH:27]=[CH:28][CH:29]=[CH:30][C:18]=4[NH:17][C:16]3=[O:15])[CH2:26][CH2:25]2)[CH2:10][CH2:9]1)=[O:7])([CH3:4])([CH3:3])[CH3:2] |f:2.3,4.5.6|. Procedure: A mixture of 20.6 g N-t-butyloxycarbonyl-4-piperidone, 15 g of 4-(2-oxo-1-benzimidazolinyl)piperidine, 300 mL of 1,2-dichloroethane, 4.2 mL of glacial acetic acid and 24 g of sodium triacetoxyborohydride was stirred at room temperature for 48 h. The reaction mixture was poured into 500 mL chloroform and 500 mL saturated aqueous Na2CO3 and the layers separated. The aqueous layer was extracted with 2×250 mL of chloroform and the combined organic layers dried over MgSO4 and concentrated under reduc...